From a dataset of the Open Reaction Database (ORD), a public repository of structured organic reaction records. describe an organic reaction: reactants, conditions, products, and yield The reactants are NC1=NC2=NC=C(N=C2C(=N1)N)CN(C1=CC=CC=C1)C1=CC=CC=C1 (N-[(2,4-diaminopteridin-6-yl)methyl]-N,N-diphenylamine), Br.NC1=NC=C(C(=N1)N)CBr (2,4-diamino-5-bromomethylpyrimidine hydrobromide), C1=CC=CC=2NC3=C(C=CC21)C=CC=C3 (dibenz[b,f]azepine), [H-].[Na+] (NaH). The product is NC1=NC(=CC(=N1)N)CC1=CC=CC2=C1C=CC1=C(N2)C=CC=C1 (9-[(2,4-Diaminopyrimidin-6-yl)methyl]dibenz[b,f]azepine). Reaction SMILES: [NH2:1][C:2]1[N:11]=[C:10](N)[C:9]2[C:4](=[N:5]C=C(CN(C3C=CC=CC=3)C3C=CC=CC=3)N=2)[N:3]=1.[CH:27]1[C:37]2[CH:36]=[CH:35][C:34]3[CH:38]=[CH:39][CH:40]=[CH:41][C:33]=3[NH:32][C:31]=2[CH:30]=[CH:29][CH:28]=1.[H-].[Na+].Br.N[C:46]1N=C(N)C(CBr)=CN=1>>[NH2:1][C:2]1[N:3]=[C:4]([NH2:5])[CH:9]=[C:10]([CH2:46][C:38]2[C:34]3[CH:35]=[CH:36][C:37]4[CH:27]=[CH:28][CH:29]=[CH:30][C:31]=4[NH:32][C:33]=3[CH:41]=[CH:40][CH:39]=2)[N:11]=1 |f:2.3,4.5|. Reported procedure: 9-[(2,4-Diaminopyrimidin-6-yl)methyl]dibenz[b,f]azepine (Formula I: Ar=2,4-diaminopyrimidin-5-yl; W=CH2; X=N; Z=CH═CH; m=n=0) is prepared similarly to N-[(2,4-diaminopteridin-6-yl)methyl]-N,N-diphenylamine as disclosed above by using dibenz[b,f]azepine (154 mg, 0.8 mmol), NaH (50 mg, 2.1 mmol), and 2,4-diamino-5-bromomethylpyrimidine hydrobromide (86 mg, 0.3 mmol). The product can be purified by chromatography. The reactants are C1(CC1)NC1CCN(CC1)C1=NC=C(C=N1)C (cyclopropyl-[1-(5-methyl-pyrimidin-2-yl)-piperidin-4-yl]-amine), FC=1C=C(C(=O)O)C=CC1C1=CN=CO1 (3-fluoro-4-oxazol-5-yl-benzoic acid). Product: C1(CC1)N(C(C1=CC(=C(C=C1)C1=CN=CO1)F)=O)C1CCN(CC1)C1=NC=C(C=N1)C (N-Cyclopropyl-3-fluoro-N-[1-(5-methyl-pyrimidin-2-yl)-piperidin-4-yl]-4-oxazol-5-yl-benzamide). Reaction SMILES: [CH:1]1([NH:4][CH:5]2[CH2:10][CH2:9][N:8]([C:11]3[N:16]=[CH:15][C:14]([CH3:17])=[CH:13][N:12]=3)[CH2:7][CH2:6]2)[CH2:3][CH2:2]1.[F:18][C:19]1[CH:20]=[C:21]([CH:25]=[CH:26][C:27]=1[C:28]1[O:32][CH:31]=[N:30][CH:29]=1)[C:22](O)=[O:23]>>[CH:1]1([N:4]([CH:5]2[CH2:10][CH2:9][N:8]([C:11]3[N:12]=[CH:13][C:14]([CH3:17])=[CH:15][N:16]=3)[CH2:7][CH2:6]2)[C:22](=[O:23])[C:21]2[CH:25]=[CH:26][C:27]([C:28]3[O:32][CH:31]=[N:30][CH:29]=3)=[C:19]([F:18])[CH:20]=2)[CH2:2][CH2:3]1. Procedure: The title compound is prepared from cyclopropyl-[1-(5-methyl-pyrimidin-2-yl)-piperidin-4-yl]-amine and 3-fluoro-4-oxazol-5-yl-benzoic acid following a procedure analogous to that described in Example 17. LC (method 1): tR=1.10 min; Mass spectrum (ESI+): m/z=422 [M+H]+. Reactants: N1=C(C=NC2=CC=CC=C12)C(=O)Cl (2-quinoxaloyl chloride), [C@]12(C(CC(CC1)C2(C)C)N)C ((R)-(+)-bornylamine), N1=CC=CC=C1 (pyridine). Solvent: O (water). Product: [C@]12([C@H](C[C@H](CC1)C2(C)C)NC(=O)C2=NC1=CC=CC=C1N=C2)C (N-[(1R,2S,4S)-Bornyl]-2-quinoxalinecarboxamide). Yield: 50.3%. RXN SMILES: [N:1]1[C:10]2[C:5](=[CH:6][CH:7]=[CH:8][CH:9]=2)[N:4]=[CH:3][C:2]=1[C:11](Cl)=[O:12].[C@:14]12([CH3:24])[C:20]([CH3:22])([CH3:21])[CH:17]([CH2:18][CH2:19]1)[CH2:16][CH:15]2[NH2:23].N1C=CC=CC=1>O>[C@:14]12([CH3:24])[C:20]([CH3:21])([CH3:22])[C@@H:17]([CH2:18][CH2:19]1)[CH2:16][C@@H:15]2[NH:23][C:11]([C:2]1[CH:3]=[N:4][C:5]2[C:10](=[CH:9][CH:8]=[CH:7][CH:6]=2)[N:1]=1)=[O:12]. Procedure: Prepared from 2-quinoxaloyl chloride (193 mg, 1.0 mmol), (R)-(+)-bornylamine (138 mg, 0.90 mmol), pyridine (5 mL), and water (50 mL) yielding 140 mg (50%) of (150):